From a dataset of the Open Reaction Database (ORD), a public repository of structured organic reaction records. describe an organic reaction: reactants, conditions, products, and yield Reactants: BrC1=C(C=CC2=CC=CC=C12)C=O (1-bromo-2-naphthaldehyde), [BH4-].[Na+] (sodium borohydride). The product is BrC1=C(C=CC2=CC=CC=C12)CO (1-bromo-2-naphthalenemethanol). As a reaction SMILES: [Br:1][C:2]1[C:11]2[C:6](=[CH:7][CH:8]=[CH:9][CH:10]=2)[CH:5]=[CH:4][C:3]=1[CH:12]=[O:13].[BH4-].[Na+]>>[Br:1][C:2]1[C:11]2[C:6](=[CH:7][CH:8]=[CH:9][CH:10]=2)[CH:5]=[CH:4][C:3]=1[CH2:12][OH:13] |f:1.2|. Procedure details: Scheme 3 also shows a general synthetic route to compounds of formula I. Reaction of 1-bromo-2-naphthaldehyde with sodium borohydride provided 1-bromo-2-naphthalenemethanol (xiv). Alcohol (xiv) was reacted with BOC-protected sulfonamide (xc), triphenylphosphine and diethyl azodicarboxylate to provide sulfonamide (xv). The sulfonamide was reacted with tert-butyllithium at a temperature between about -90° C. and about 10° C. in THF to provide (xvi). The nitrogen of compound (xvi) was protected as ... Starting materials: C(CCC)NC1=C2C(=NC=C1C(=O)OCC)C=NN2 (ethyl 7-n-butylamino-1H-pyrazolo[4,3-b]-pyridine-6-carboxylate), [H-].[Al+3].[Li+].[H-].[H-].[H-] (lithium aluminium hydride), CCOCC (Ether), [OH-].[Na+] (sodium hydroxide). Solvent: C1CCOC1 (THF), C1CCOC1 (THF), O (water), O (water). The product is C(CCC)NC1=C2C(=NC=C1C)C=NN2 (7n-Butylamino-6-methyl-1H-pyrazolo[4,3-b]pyridine). Reaction SMILES: [CH2:1]([NH:5][C:6]1[C:11]([C:12](OCC)=O)=[CH:10][N:9]=[C:8]2[CH:17]=[N:18][NH:19][C:7]=12)[CH2:2][CH2:3][CH3:4].[H-].[Al+3].[Li+].[H-].[H-].[H-].CCOCC.[OH-].[Na+]>C1COCC1.O>[CH2:1]([NH:5][C:6]1[C:11]([CH3:12])=[CH:10][N:9]=[C:8]2[CH:17]=[N:18][NH:19][C:7]=12)[CH2:2][CH2:3][CH3:4] |f:1.2.3.4.5.6,8.9|. Procedure: A solution of ethyl 7-n-butylamino-1H-pyrazolo[4,3-b]-pyridine-6-carboxylate (524 mg, 2 mmol) in dry THF (15 ml) was added dropwise to a stirred suspension of lithium aluminium hydride (152 mg, 4 mmol) in THF (15 ml). The mixture was heated under reflux under nitrogen for 90 min then cooled. Ether (30 ml), water (0.15 ml), 10% sodium hydroxide solution (0.15 ml) and water (0.45 ml) were added sequentially, with stirring, and the mixture was filtered, then evaporated in vacuo. The glassy residue ... Starting materials: O (water), ClC1=NC2=CC=CC=C2C(=N1)NNC1=CC=CC=C1 (2-chloro-4-phenylhydrazinoquinazoline), C(C)(C)N(C(C)C)CC (N,N-diisopropylethylamine), C(=O)(Cl)Cl (phosgene). Solvent: C1CCOC1 (THF). Conditions: time 5 minute. The product is ClC1=NC=2C=CC=CC2C=2N1C(N(N2)C2=CC=CC=C2)=O (5-chloro-2-phenyl-1,2,4-triazolo[4,3-c]quinazolin-3-one). As a reaction SMILES: [Cl:1][C:2]1[N:11]=[C:10]([NH:12][NH:13][C:14]2[CH:19]=[CH:18][CH:17]=[CH:16][CH:15]=2)[C:9]2[C:4](=[CH:5][CH:6]=[CH:7][CH:8]=2)[N:3]=1.C(N(CC)C(C)C)(C)C.[C:29](Cl)(Cl)=[O:30].O>C1COCC1>[Cl:1][C:2]1[N:11]2[C:29](=[O:30])[N:13]([C:14]3[CH:19]=[CH:18][CH:17]=[CH:16][CH:15]=3)[N:12]=[C:10]2[C:9]2[CH:8]=[CH:7][CH:6]=[CH:5][C:4]=2[N:3]=1. Reported procedure: To a mixture of 2-chloro-4-phenylhydrazinoquinazoline (2 g, 7.4 mmol) and N,N-diisopropylethylamine (2 ml, 11.4 mmol) in THF was added phosgene (6 ml, 20% in Toluene) slowly, then stirred for additional 5 min. The reaction mixture was poured into water and extracted with ethyl acetate (2×100 ml). The combined organic layers were washed with brine and dried over Na2SO4 and evaporated under reduced pressure. The residue was triturated with ethanol and filtered to afford 5-chloro-2-phenyl-1,2,4-tri... Starting materials: COc1ccc(Br)c2cc(CO)oc12, BrC(Br)(Br)Br, ClCCl, c1ccc(P(c2ccccc2)c2ccccc2)cc1. Yields the product COc1ccc(Br)c2cc(CBr)oc12. RXN SMILES: [Br:6][c:7]1[cH:8][cH:9][c:10]([O:18][CH3:19])[c:11]2[c:12]1[cH:13][c:14]([CH2:16][OH:17])[o:15]2.[C:1]([Br:2])([Br:3])([Br:4])[Br:5].[Cl:39][CH2:40][Cl:41].[c:20]1([P:21]([c:22]2[cH:23][cH:24][cH:25][cH:26][cH:27]2)[c:28]2[cH:29][cH:30][cH:31][cH:32][cH:33]2)[cH:34][cH:35][cH:36][cH:37][cH:38]1>>[CH2:1]([Br:5])[c:14]1[cH:13][c:12]2[c:7]([Br:6])[cH:8][cH:9][c:10]([O:18][CH3:19])[c:11]2[o:15]1.